This data is from the Open Reaction Database (ORD), a public repository of structured organic reaction records. The task is: describe an organic reaction: reactants, conditions, products, and yield The reactants are S(=O)(=O)(O)O.COC=1C=C(C=CC1)C1(CCN(C=C1)C)CCC (1,2,3,4-tetrahydro-4-(3-methoxyphenyl)-1-methyl-4-propylpyridine sulfate), [OH-].[Na+] (sodium hydroxide), C=O (formaldehyde), CNC (dimethylamine), S(O)(O)(=O)=O (sulfuric acid), S(O)(O)(=O)=O (sulfuric acid), CNC (dimethylamine), COC=1C=C(C=CC1)C1(CCN(C=C1)C)CCC (1,2,3,4-tetrahydro-4-(3-methoxyphenyl)-1-methyl-4-propylpyridine), S(O)(O)(=O)=O (sulfuric acid). Solvent: O (water), O (water), CCCCCC (hexane). Reaction conditions: temperature 30 celsius, time 2 hour. Yields the product S(=O)(=O)(O)O.COC=1C=C(C=CC1)C1(CCN(C=C1)C)CCC (1,2,3,4-tetrahydro-4-(3-methoxyphenyl)-1-methyl-4-propylpyridine sulfate), COC=1C=C(C=CC1)C1(C(=CN(CC1)C)CN(C)C)CCC (1,4,5,6-tetrahydro-4-(3-methoxyphenyl)-N,N,1-trimethyl-4-propyl-3-pyridinemethanamine). RXN SMILES: C=O.CNC.[S:6](=[O:10])(=[O:9])([OH:8])[OH:7].S(O)(O)(=O)=O.[CH3:16][O:17][C:18]1[CH:19]=[C:20]([C:24]2([CH2:31][CH2:32][CH3:33])[CH:29]=[CH:28][N:27]([CH3:30])[CH2:26][CH2:25]2)[CH:21]=[CH:22][CH:23]=1.[CH3:34][O:35][C:36]1[CH:37]=[C:38]([C:42]2([CH2:49][CH2:50][CH3:51])[CH:47]=[CH:46][N:45]([CH3:48])[CH2:44][CH2:43]2)[CH:39]=[CH:40][CH:41]=1.[OH-].[Na+]>O.CCCCCC>[S:6]([OH:10])([OH:9])(=[O:8])=[O:7].[CH3:16][O:17][C:18]1[CH:19]=[C:20]([C:24]2([CH2:31][CH2:32][CH3:33])[CH:25]=[CH:26][N:27]([CH3:30])[CH2:28][CH2:29]2)[CH:21]=[CH:22][CH:23]=1.[CH3:34][O:35][C:36]1[CH:37]=[C:38]([C:42]2([CH2:49][CH2:50][CH3:51])[CH2:43][CH2:44][N:45]([CH3:48])[CH:46]=[C:47]2[CH2:26][N:27]([CH3:30])[CH3:28])[CH:39]=[CH:40][CH:41]=1 |f:3.4,6.7,10.11|. Procedure: To a solution of 10 g (0.123 mol) of 37% aqueous formaldehyde and 15 g (0.133 mol) of 40% aqueous dimethylamine in 100 ml of water was added enough concentrated sulfuric acid so as to adjust the pH of the reaction mixture to 3-4. A solution of 25 g (0.0867 mol) of 1,2,3,4-tetrahydro-4-(3-methoxyphenyl)-1-methyl-4-propylpyridine sulfate in approximately 40 ml of water was added and the pH adjusted to 3-3.5, if necessary, by the addition of sulfuric acid or 40% aqueous dimethylamine. The 1,2,3,4-t... The reactants are C(C)(C)(C)OC(=O)N[C@@H]1C(N(CC1)NC1CCN(CC1)C1=CC=NC=C1)=O ((3S)-3-(tert-butoxycarbonylamino)-1-[1-(4-pyridyl)-4-piperidinylamino]-2-pyrrolidone), C([O-])([O-])=O.[Na+].[Na+] (sodium carbonate), COC1=CC=C2C=CC(=CC2=C1)S(=O)(=O)Cl (7-methoxynaphthalene-2-sulfonyl chloride), solution, Cl (hydrochloric acid). Run in C(C)N(CC)CC (triethylamine), ClCCl (dichloromethane), C(C)(=O)OCC (ethyl acetate), CO (methanol). Conditions: time 30 minute. Yields the product COC1=CC=C2C=CC(=CC2=C1)S(=O)(=O)N[C@@H]1C(N(CC1)NC1CCN(CC1)C1=CC=NC=C1)=O ((3S)-3-(7-Methoxynaphthalene-2-sulfonylamino)-1-[1-(4-pyridyl)-4-piperidinylamino]-2-pyrrolidone). RXN SMILES: C(OC([NH:8][C@H:9]1[CH2:13][CH2:12][N:11]([NH:14][CH:15]2[CH2:20][CH2:19][N:18]([C:21]3[CH:26]=[CH:25][N:24]=[CH:23][CH:22]=3)[CH2:17][CH2:16]2)[C:10]1=[O:27])=O)(C)(C)C.Cl.[CH3:29][O:30][C:31]1[CH:40]=[C:39]2[C:34]([CH:35]=[CH:36][C:37]([S:41](Cl)(=[O:43])=[O:42])=[CH:38]2)=[CH:33][CH:32]=1.C(=O)([O-])[O-].[Na+].[Na+]>CO.C(OCC)(=O)C.C(N(CC)CC)C.ClCCl>[CH3:29][O:30][C:31]1[CH:40]=[C:39]2[C:34]([CH:35]=[CH:36][C:37]([S:41]([NH:8][C@H:9]3[CH2:13][CH2:12][N:11]([NH:14][CH:15]4[CH2:16][CH2:17][N:18]([C:21]5[CH:22]=[CH:23][N:24]=[CH:25][CH:26]=5)[CH2:19][CH2:20]4)[C:10]3=[O:27])(=[O:43])=[O:42])=[CH:38]2)=[CH:33][CH:32]=1 |f:3.4.5|. Reported procedure: A solution of (3S)-3-(tert-butoxycarbonylamino)-1-[1-(4-pyridyl)-4-piperidinylamino]-2-pyrrolidone (220 mg) in methanol (10 ml) was combined with a 4N solution of hydrochloric acid in ethyl acetate (10 ml) and stirred at room temperature for 30 minutes. The reaction mixture was concentrated and the residue obtained was combined with dichloromethane (20 ml) and triethylamine (700 ml), followed by 7-methoxynaphthalene-2-sulfonyl chloride (150 ml) at 0° C., and then stirred at room temperature for ... The reactants are CC1=C(SC(=C1C)C)C=O (3,4,5-trimethyl-2-thiophenecarboxaldehyde), [BH4-].[Na+] (sodium borohydride), ice water. Run in C(C)O (ethanol). Conditions: time 3 hour. Yields the product OCC=1SC(=C(C1C)C)C (2-Hydroxymethyl-3,4,5-trimethyl-thiophene). RXN SMILES: [CH3:1][C:2]1[C:6]([CH3:7])=[C:5]([CH3:8])[S:4][C:3]=1[CH:9]=[O:10].[BH4-].[Na+]>C(O)C>[OH:10][CH2:9][C:3]1[S:4][C:5]([CH3:8])=[C:6]([CH3:7])[C:2]=1[CH3:1] |f:1.2|. Procedure: 1.9 G. of 3,4,5-trimethyl-2-thiophenecarboxaldehyde were dissolved in 20 ml. of ethanol. The resulting solution was cooled to 0°-5° C. and 125 mg. of sodium borohydride were added in small portions. The resulting reaction mixture was stirred at room temperature for 3 hours, poured into ice water, extracted with ethyl acetate, dried with sodium sulfate, filtered and evaporated. The resulting crystalline 2-hydroxymethyl-3,4,5-trimethyl-thiophene had m.p. 45°-48° C.